Dataset: the Open Reaction Database (ORD), a public repository of structured organic reaction records. Task: describe an organic reaction: reactants, conditions, products, and yield Starting materials: C(C)(C)[C@H]1N(C(OC1)=O)C1=CC=C(C(=O)O)C=C1 ((R)-4-(4-isopropyl-2-oxooxazolidin-3-yl)benzoic acid), C1(=CC=C(C=C1)OC1CCNCC1)C (4-(p-tolyloxy)piperidine), O.[Cl-].COC1=NC(=NC(=N1)OC)[N+]1(CCOCC1)C (4-(4,6-dimethoxy[1.3.5]triazin-2-yl)-4-methylmorpholinium chloride hydrate), C(Cl)(Cl)Cl (chloroform). Solvent: CO (methanol). Run at time 8 hour. Product: C(C)(C)[C@H]1N(C(OC1)=O)C1=CC=C(C=C1)C(=O)N1CCC(CC1)OC1=CC=C(C=C1)C ((R)-4-isopropyl-3-[4-(4-p-tolyloxypiperidine-1-carbonyl)phenyl]oxazolidin-2-one). Isolated yield 23.2%. Reaction SMILES: [CH:1]([C@@H:4]1[CH2:8][O:7][C:6](=[O:9])[N:5]1[C:10]1[CH:18]=[CH:17][C:13]([C:14]([OH:16])=O)=[CH:12][CH:11]=1)([CH3:3])[CH3:2].[C:19]1([CH3:32])[CH:24]=[CH:23][C:22]([O:25][CH:26]2[CH2:31][CH2:30][NH:29][CH2:28][CH2:27]2)=[CH:21][CH:20]=1.O.[Cl-].COC1N=C(OC)N=C([N+]2(C)CCOCC2)N=1.C(Cl)(Cl)Cl>CO>[CH:1]([C@@H:4]1[CH2:8][O:7][C:6](=[O:9])[N:5]1[C:10]1[CH:11]=[CH:12][C:13]([C:14]([N:29]2[CH2:30][CH2:31][CH:26]([O:25][C:22]3[CH:23]=[CH:24][C:19]([CH3:32])=[CH:20][CH:21]=3)[CH2:27][CH2:28]2)=[O:16])=[CH:17][CH:18]=1)([CH3:2])[CH3:3] |f:2.3.4|. Procedure details: To a mixture of (R)-4-(4-isopropyl-2-oxooxazolidin-3-yl)benzoic acid (499 mg) described in Preparation Example 18, 4-(p-tolyloxy)piperidine (383 mg) and 4-(4,6-dimethoxy[1.3.5]triazin-2-yl)-4-methylmorpholinium chloride hydrate (DMT-MM) (829 mg) were added chloroform (3 mL) and methanol (3 mL), and the mixture was stirred at room temperature overnight. After evaporation of the solvent, the residue was purified by column chromatography (hexane:ethyl acetate) to give the title compound (196 mg). Starting materials: C#CC(=O)OC, CCCC[N+](CCCC)(CCCC)CCCC, CC#N, Cc1ccccc1, [F-], Oc1cc(F)cc(F)c1, C1CCOC1. Product: COC(=O)C=COc1cc(F)cc(F)c1. As a reaction SMILES: [C:10]([C:11]#[CH:12])(=[O:13])[O:14][CH3:15].[CH3:17][CH2:18][CH2:19][CH2:20][N+:21]([CH2:22][CH2:23][CH2:24][CH3:25])([CH2:26][CH2:27][CH2:28][CH3:29])[CH2:30][CH2:31][CH2:32][CH3:33].[CH3:39][C:40]#[N:41].[CH3:42][c:43]1[cH:44][cH:45][cH:46][cH:47][cH:48]1.[F-:16].[F:1][c:2]1[cH:3][c:4]([OH:9])[cH:5][c:6]([F:8])[cH:7]1.[O:34]1[CH2:35][CH2:36][CH2:37][CH2:38]1>>[F:1][c:2]1[cH:3][c:4]([O:9][CH:12]=[CH:11][C:10](=[O:13])[O:14][CH3:15])[cH:5][c:6]([F:8])[cH:7]1. Reactants: ClC1=CC=C(C=C1)C1CCN(CC1)C=1C(=NC2=CC=C(C=C2N1)C(=O)OC)C1=CC=CC=C1 (methyl 3-(4-(4-chlorophenyl)piperidin-1-yl)-2-phenylquinoxaline-6-carboxylate), [OH-].[Na+] (sodium hydroxide), Cl (hydrogen chloride). The solvent is CO.C1CCOC1 (MeOH THF), O (water). Run at temperature 50 celsius, time 8 hour. The product is ClC1=CC=C(C=C1)C1CCN(CC1)C=1C(=NC2=CC=C(C=C2N1)C(=O)O)C1=CC=CC=C1 (3-(4-(4-Chlorophenyl)piperidin-1-yl)-2-phenylquinoxaline-6-carboxylic acid). Reaction SMILES: [Cl:1][C:2]1[CH:7]=[CH:6][C:5]([CH:8]2[CH2:13][CH2:12][N:11]([C:14]3[C:15]([C:28]4[CH:33]=[CH:32][CH:31]=[CH:30][CH:29]=4)=[N:16][C:17]4[C:22]([N:23]=3)=[CH:21][C:20]([C:24]([O:26]C)=[O:25])=[CH:19][CH:18]=4)[CH2:10][CH2:9]2)=[CH:4][CH:3]=1.[OH-].[Na+].Cl>CO.C1COCC1.O>[Cl:1][C:2]1[CH:7]=[CH:6][C:5]([CH:8]2[CH2:9][CH2:10][N:11]([C:14]3[C:15]([C:28]4[CH:29]=[CH:30][CH:31]=[CH:32][CH:33]=4)=[N:16][C:17]4[C:22]([N:23]=3)=[CH:21][C:20]([C:24]([OH:26])=[O:25])=[CH:19][CH:18]=4)[CH2:12][CH2:13]2)=[CH:4][CH:3]=1 |f:1.2,4.5|. Reported procedure: Into a 50-mL round-bottom flask, was placed a solution of methyl 3-(4-(4-chlorophenyl)piperidin-1-yl)-2-phenylquinoxaline-6-carboxylate (146.2 mg, 0.32 mmol, 1.00 equiv) in MeOH/THF (1:1)(16 mL), a solution of sodium hydroxide (64 mg, 1.60 mmol, 5.00 equiv) in water (1.5 mL). The resulting solution was stirred overnight at 50° C. in an oil bath. The pH value of the solution was adjusted to 3-4 with 1N hydrogen chloride. The resulting mixture was concentrated under vacuum. The resulting mixture w... Reactants: FC1=CC=C2/C(/C(NC2=C1)=O)=C\1/C=C(CO1)C=1N(C=CC1)C(=O)OC(C)(C)C (tert-butyl 2-[(5E)-5-(6-fluoro-2-oxo-1,2-dihydro-3H-indol-3-ylidene)-2,5-dihydrofuran-3-yl]-1H-pyrrole-1-carboxylate). The solvent is FC(C(=O)O)(F)F (trifluoroacetic acid), C(Cl)Cl (CH2Cl2). Conditions: time 16 hour. The product is FC1=CC=C2\C(\C(NC2=C1)=O)=C\1/OCC(=C1)C=1NC=CC1 ((3E)-6-fluoro-3-[4-(1H-pyrrol-2-yl)furan-2(5H)-ylidene]-1,3-dihydro-2H-indol-2-one). Reaction SMILES: [F:1][C:2]1[CH:10]=[C:9]2[C:5](/[C:6](=[C:12]3/[CH:13]=[C:14]([C:17]4[N:18](C(OC(C)(C)C)=O)[CH:19]=[CH:20][CH:21]=4)[CH2:15][O:16]/3)/[C:7](=[O:11])[NH:8]2)=[CH:4][CH:3]=1>FC(F)(F)C(O)=O.C(Cl)Cl>[F:1][C:2]1[CH:10]=[C:9]2[C:5](/[C:6](=[C:12]3\[O:16][CH2:15][C:14]([C:17]4[NH:18][CH:19]=[CH:20][CH:21]=4)=[CH:13]\3)/[C:7](=[O:11])[NH:8]2)=[CH:4][CH:3]=1. Reported procedure: A solution of tert-butyl 2-[(5E)-5-(6-fluoro-2-oxo-1,2-dihydro-3H-indol-3-ylidene)-2,5-dihydrofuran-3-yl]-1H-pyrrole-1-carboxylate (Example 37; 30 mg) in a mixture of trifluoroacetic acid (2 mL) and CH2Cl2 (10 mL) was stirred at room temperature for 16 hours. The mixture was evaporated to dryness, and re-dissolved in 1:1 THF/MeOH (4 mL). The solution was slowly added into diluted NaHCO3 solution (100 mL) with stirring. The precipitates were filtered, washed with water, and dried in vacuum to giv... The reactants are CC1=CC=C(C=O)C=C1 (4-methyl-benzaldehyde), COC1=C(C=CC=C1)C=CC(C)=O (4-(2-methoxy-phenyl)-but-3-en-2-one). Yields the product C1(=CC=C(C=C1)C=CC(C)=O)C (4-p-Tolyl-but-3-en-2-one). As a reaction SMILES: [CH3:1][C:2]1[CH:9]=[CH:8][C:5]([CH:6]=O)=[CH:4][CH:3]=1.C[O:11][C:12]1[CH:17]=CC=C[C:13]=1C=CC(=O)C>>[C:2]1([CH3:1])[CH:9]=[CH:8][C:5]([CH:6]=[CH:13][C:12](=[O:11])[CH3:17])=[CH:4][CH:3]=1. Procedure details: The title compound was prepared from 4-methyl-benzaldehyde (6.0 g, 50.0 mmol), following the procedure describing the synthesis of 4-(2-methoxy-phenyl)-but-3-en-2-one (example 1/a stage 1).